The task is: describe an organic reaction: reactants, conditions, products, and yield. This data is from the Open Reaction Database (ORD), a public repository of structured organic reaction records. Starting materials: C1(=CC=CC=C1)O (phenol), ClCCCCCCO (6-chlorohexanol), C1=C(C=CC2=CC=CC=C12)O (2-naphthol), ClC(CCCCCCCCC)O (1-chlorodecanol). The product is O(C1=CC=CC=C1)CCCCCCCCCCOC1=CC=C(O1)C(=O)C (methyl 5-(10-phenoxydecyloxy)-2-furyl ketone). RXN SMILES: [C:1]1([OH:7])[CH:6]=[CH:5][CH:4]=[CH:3][CH:2]=1.[CH:8]1[C:17]2[C:12](=[CH:13][CH:14]=[CH:15][CH:16]=2)[CH:11]=[CH:10][C:9]=1[OH:18].Cl[CH:20]([OH:30])[CH2:21][CH2:22][CH2:23][CH2:24][CH2:25]CCCC.ClCCCCCC[OH:38]>>[O:7]([CH2:8][CH2:17][CH2:16][CH2:15][CH2:14][CH2:13][CH2:12][CH2:11][CH2:10][CH2:9][O:18][C:20]1[O:30][C:23]([C:24]([CH3:25])=[O:38])=[CH:22][CH:21]=1)[C:1]1[CH:6]=[CH:5][CH:4]=[CH:3][CH:2]=1. Procedure: When phenol was substituted for 2-naphthol and 1-chlorodecanol was substituted for 6-chlorohexanol in the procedure of Example 1, methyl 5-(10-phenoxydecyloxy)-2-furyl ketone was obtained, mp=74°-77° C. Reactants: NC=1C=C(C2=C(CC(O2)(C)C)C1NC)C(=O)OC (methyl 5-amino-2,2-dimethyl-4-(methylamino)-2,3-dihydrobenzofuran-7-carboxylate), ClC1=C(C(=CC=C1)F)N=C=S (1-chloro-3-fluoro-2-isothiocyanatobenzene), N,N-di-isopropyl carbodimide. Run in C(C)#N (acetonitrile). Product: ClC1=C(C(=CC=C1)F)NC1=NC2=C(N1C)C=1CC(OC1C(=C2)C(=O)OC)(C)C (methyl 2-((2-chloro-6-fluorophenyl)amino)-1,7,7-trimethyl-7,8-dihydro-1H-benzofuro[4,5-d]imidazole-5-carboxylate). The yield is 56.3%. Reaction SMILES: [NH2:1][C:2]1[CH:3]=[C:4]([C:15]([O:17][CH3:18])=[O:16])[C:5]2[O:9][C:8]([CH3:11])([CH3:10])[CH2:7][C:6]=2[C:12]=1[NH:13][CH3:14].[Cl:19][C:20]1[CH:25]=[CH:24][CH:23]=[C:22]([F:26])[C:21]=1[N:27]=[C:28]=S>C(#N)C>[Cl:19][C:20]1[CH:25]=[CH:24][CH:23]=[C:22]([F:26])[C:21]=1[NH:27][C:28]1[N:13]([CH3:14])[C:12]2[C:6]3[CH2:7][C:8]([CH3:11])([CH3:10])[O:9][C:5]=3[C:4]([C:15]([O:17][CH3:18])=[O:16])=[CH:3][C:2]=2[N:1]=1. Procedure details: The title compound was prepared following the procedure described for Step-1 of Intermediate-3 using methyl 5-amino-2,2-dimethyl-4-(methylamino)-2,3-dihydrobenzofuran-7-carboxylate (1.10 g, 4.4 mmol), 1-chloro-3-fluoro-2-isothiocyanatobenzene (Intermediate-14, 1.0 g, 5.3 mmol), N,N-di-isopropyl carbodimide (0.5 mL) and acetonitrile (3.0 mL) to afford 1.0 g of the desired product. 1HNMR (DMSO-d6): δ 1.46 (s, 6H), 3.34 (s, 2H), 3.53 (s, 3H), 3.72 (s, 3H), 7.00 (m, 1H), 7.06 (s, 1H), 7.17 (t, J=9.3... The reactants are O=C([O-])[O-], C#CCBr, CC#N, [K+], [K+], Oc1cccc2c1CCCC2. As a reaction SMILES: [C:16](=[O:17])([O-:18])[O-:19].[CH2:12]([C:13]#[CH:14])[Br:15].[CH3:22][C:23]#[N:24].[K+:20].[K+:21].[OH:1][c:2]1[cH:3][cH:4][cH:5][c:6]2[c:11]1[CH2:10][CH2:9][CH2:8][CH2:7]2>>[O:1]([c:2]1[cH:3][cH:4][cH:5][c:6]2[c:11]1[CH2:10][CH2:9][CH2:8][CH2:7]2)[CH2:14][C:13]#[CH:12]. Yields the product C#CCOc1cccc2c1CCCC2. The reactants are C[O-], CO, [Na+], N#CN1CCC(c2nn(-c3ccccc3)c3ccccc23)CC1. Yields the product COC(=N)N1CCC(c2nn(-c3ccccc3)c3ccccc23)CC1. Reaction SMILES: [CH3:24][O-:25].[CH3:27][OH:28].[Na+:26].[c:1]1(-[n:7]2[n:8][c:9]([CH:16]3[CH2:17][CH2:18][N:19]([C:22]#[N:23])[CH2:20][CH2:21]3)[c:10]3[cH:11][cH:12][cH:13][cH:14][c:15]23)[cH:2][cH:3][cH:4][cH:5][cH:6]1>>[c:1]1(-[n:7]2[n:8][c:9]([CH:16]3[CH2:17][CH2:18][N:19]([C:22](=[NH:23])[O:25][CH3:24])[CH2:20][CH2:21]3)[c:10]3[cH:11][cH:12][cH:13][cH:14][c:15]23)[cH:2][cH:3][cH:4][cH:5][cH:6]1.